From a dataset of the Open Reaction Database (ORD), a public repository of structured organic reaction records. describe an organic reaction: reactants, conditions, products, and yield Starting materials: [H-].[Na+] (sodium hydride), CS(=O)(=O)Cl (methanesulfonyl chloride), BrC=1NC(=C(N1)C)C(=O)OC(C)C (isopropyl 2-bromo-4-methyl-5-imidazolecarboxylate). Run in O1CCCC1 (tetrahydrofuran). Reaction conditions: temperature 0 celsius, time 8 hour. Yields the product desired product, CS(=O)(=O)N1C(=NC(=C1C(=O)OC(C)C)C)Br (isopropyl N-methylsulfonyl-2-bromo-4-methyl-5-imidazolecarboxylate). The yield is 93.0%. RXN SMILES: [H-].[Na+].[Br:3][C:4]1[NH:5][C:6]([C:10]([O:12][CH:13]([CH3:15])[CH3:14])=[O:11])=[C:7]([CH3:9])[N:8]=1.[CH3:16][S:17](Cl)(=[O:19])=[O:18]>O1CCCC1>[CH3:16][S:17]([N:5]1[C:6]([C:10]([O:12][CH:13]([CH3:15])[CH3:14])=[O:11])=[C:7]([CH3:9])[N:8]=[C:4]1[Br:3])(=[O:19])=[O:18] |f:0.1|. Procedure details: To a suspension of 195 milligrams (mg) (8.13 mM) of sodium hydride in 20 ml of anhydrous tetrahydrofuran was added, in portions, 2 g (8.13 mM) of the isopropyl 2-bromo-4-methyl-5-imidazolecarboxylate. The resulting suspension was cooled to 0° C. and 931 mg (8.13 mM) of methanesulfonyl chloride was added dropwise. The reaction mixture was stirred overnight at room temperature. The precipitated sodium chloride was removed by filtration and concentration of the filtrate in vacuo gave 2.4 g of desir... The reactants are CC(C)(C)[Si](C)(C)OCCNc1c([N+](=O)[O-])cnc2cccnc12, CC#N. Reaction SMILES: [C:1]([CH3:2])([CH3:3])([CH3:4])[Si:5]([O:6][CH2:7][CH2:8][NH:9][c:10]1[c:11]([N+:20]([O-:21])=[O:22])[cH:12][n:13][c:14]2[cH:15][cH:16][cH:17][n:18][c:19]12)([CH3:23])[CH3:24].[CH3:25][C:26]#[N:27]>>[C:1]([CH3:2])([CH3:3])([CH3:4])[Si:5]([O:6][CH2:7][CH2:8][NH:9][c:10]1[c:11]([NH2:20])[cH:12][n:13][c:14]2[cH:15][cH:16][cH:17][n:18][c:19]12)([CH3:23])[CH3:24]. Yields the product CC(C)(C)[Si](C)(C)OCCNc1c(N)cnc2cccnc12. Starting materials: COC=1C=C(C=CC1OC1=CC=CC=C1)C=C(C)[N+](=O)[O-] (1-(3-methoxy-4-phenoxyphenyl)-2-nitropropene), ferric chloride, O (water), Cl (hydrochloric acid). The reagents and catalysts are [Fe] (iron). Yields the product COC=1C=C(C=CC1OC1=CC=CC=C1)CC(C)=O (3-methoxy-4-phenoxyphenylacetone). The yield is 80.0%. RXN SMILES: [CH3:1][O:2][C:3]1[CH:4]=[C:5]([CH:16]=[C:17]([N+]([O-])=O)[CH3:18])[CH:6]=[CH:7][C:8]=1[O:9][C:10]1[CH:15]=[CH:14][CH:13]=[CH:12][CH:11]=1.Cl.[OH2:23]>[Fe]>[CH3:1][O:2][C:3]1[CH:4]=[C:5]([CH2:16][C:17](=[O:23])[CH3:18])[CH:6]=[CH:7][C:8]=1[O:9][C:10]1[CH:15]=[CH:14][CH:13]=[CH:12][CH:11]=1. Procedure: 953 mg of 1-(3-methoxy-4-phenoxyphenyl)-2-nitropropene, 1.31 g of iron, 9.5 mg of ferric chloride and 5 ml of water were mixed, and 1.5 ml of 6N hydrochloric acid was dropwise added over a period of 1.5 hours under reflux and heating. The reaction solution was subjected to celite filtration, and the filtrate was extracted with ethyl acetate. The extract solution was washed with a saturated sodium hydrogen carbonate aqueous solution and then, dried over anhydrous sodium sulfate. The drying agent ... Yields the product COc1cc(C)c(C(=NOC(C)=O)c2c(Cl)cccc2Cl)cc1OC. Reaction SMILES: [C:27]([CH3:28])(=[O:29])[Cl:30].[Cl:1][c:2]1[c:3]([C:4]([c:5]2[c:6]([CH3:15])[cH:7][c:8]([O:13][CH3:14])[c:9]([O:11][CH3:12])[cH:10]2)=[N:16][OH:17])[c:18]([Cl:22])[cH:19][cH:20][cH:21]1.[H-:23].[H:25][H:26].[Na+:24].[O:31]1[CH2:32][CH2:33][CH2:34][CH2:35]1>>[Cl:1][c:2]1[c:3]([C:4]([c:5]2[c:6]([CH3:15])[cH:7][c:8]([O:13][CH3:14])[c:9]([O:11][CH3:12])[cH:10]2)=[N:16][O:17][C:27]([CH3:28])=[O:29])[c:18]([Cl:22])[cH:19][cH:20][cH:21]1. The reactants are CC(=O)Cl, COc1cc(C)c(C(=NO)c2c(Cl)cccc2Cl)cc1OC, [H-], [H][H], [Na+], C1CCOC1.